Dataset: the Open Reaction Database (ORD), a public repository of structured organic reaction records. Task: describe an organic reaction: reactants, conditions, products, and yield Reactants: FC(C1=C(C=O)C=CC=C1)(F)F (o-trifluoromethylbenzaldehyde), C(CC(=O)C)(=O)OCC1=CC=CC=C1 (benzyl acetoacetate), N (ammonia). Run in CO (methanol). Reaction conditions: temperature 90 celsius, time 10 hour. The product is CC=1NC(=C(C(C1C(=O)OCC1=CC=CC=C1)C1=C(C=CC=C1)C(F)(F)F)C(=O)OCC1=CC=CC=C1)C (dibenzyl 1,4-dihydro-2,6-dimethyl-4-(2-trifluoromethylphenyl)-3,5-pyridinedicarboxylate). Yield: 76.0%. Reaction SMILES: [F:1][C:2]([F:12])([F:11])[C:3]1[CH:10]=[CH:9][CH:8]=[CH:7][C:4]=1[CH:5]=O.[C:13]([O:19][CH2:20][C:21]1[CH:26]=[CH:25][CH:24]=[CH:23][CH:22]=1)(=[O:18])[CH2:14][C:15]([CH3:17])=O.[NH3:27]>CO>[CH3:17][C:15]1[NH:27][C:15]([CH3:17])=[C:14]([C:13]([O:19][CH2:20][C:21]2[CH:26]=[CH:25][CH:24]=[CH:23][CH:22]=2)=[O:18])[CH:5]([C:4]2[CH:7]=[CH:8][CH:9]=[CH:10][C:3]=2[C:2]([F:12])([F:11])[F:1])[C:14]=1[C:13]([O:19][CH2:20][C:21]1[CH:26]=[CH:25][CH:24]=[CH:23][CH:22]=1)=[O:18]. Procedure details: In a 7% ammonia solution in methanol were dissolved 2.6 g of o-trifluoromethylbenzaldehyde and 5.8 g of benzyl acetoacetate, and the solution was stirred in a closed tube at 90° C. for 10 hours. The reaction mixture was concentrated under reduced pressure, and the residue was purified by silica gel column chromatography (methanol/dichloromethane=1/50) to obtain 6.0 g (yield: 76%) of dibenzyl 1,4-dihydro-2,6-dimethyl-4-(2-trifluoromethylphenyl)-3,5-pyridinedicarboxylate as a yellow oily substance... Starting materials: C(#N)C1=CC2=C(CN(CCO2)C(=O)OC(C)(C)C)C=C1 (1,1-dimethylethyl 8-cyano-2,3-dihydro-1,4-benzoxazepine-4(5H)-carboxylate), Cl.NO (hydroxylamine hydrochloride), C([O-])(O)=O.[Na+] (sodium bicarbonate). Run in C(C)O (ethanol). Run at temperature 60 celsius. Yields the product ONC(C1=CC2=C(CN(CCO2)C(=O)OC(C)(C)C)C=C1)=N (1,1-Dimethylethyl 8-[(hydroxyamino)(imino)methyl]-2,3-dihydro-1,4-benzoxazepine-4(5H)-carboxylate). Isolated yield 96.1%. RXN SMILES: [C:1]([C:3]1[CH:20]=[CH:19][C:6]2[CH2:7][N:8]([C:12]([O:14][C:15]([CH3:18])([CH3:17])[CH3:16])=[O:13])[CH2:9][CH2:10][O:11][C:5]=2[CH:4]=1)#[N:2].Cl.[NH2:22][OH:23].C(=O)(O)[O-].[Na+]>C(O)C>[OH:23][NH:22][C:1](=[NH:2])[C:3]1[CH:20]=[CH:19][C:6]2[CH2:7][N:8]([C:12]([O:14][C:15]([CH3:17])([CH3:18])[CH3:16])=[O:13])[CH2:9][CH2:10][O:11][C:5]=2[CH:4]=1 |f:1.2,3.4|. Procedure: A mixture of 1,1-dimethylethyl 8-cyano-2,3-dihydro-1,4-benzoxazepine-4(5H)-carboxylate (Preparation 32) (0.195 g, 0.711 mmol), hydroxylamine hydrochloride (0.099 g, 1.422 mmol) and sodium bicarbonate (0.299 g, 3.55 mmol) in ethanol (5 ml) was stirred and heated at 60° C. for 3 hours. The reaction mixture was cooled, evaporated and dissolved in EtOAc/water (40 ml of each, some warming needed) and the organics dried (magnesium sulphate) and evaporated to give the title compound (210 mgs) as a whit... Starting materials: BrCc1ccccc1, O=C([O-])[O-], CN(C)C=O, [K+], [K+], Nc1ccc(Cl)cc1C(=O)c1ccccc1O. Yields the product Nc1ccc(Cl)cc1C(=O)c1ccccc1OCc1ccccc1. Reaction SMILES: [Br:24][CH2:25][c:26]1[cH:27][cH:28][cH:29][cH:30][cH:31]1.[C:18](=[O:19])([O-:20])[O-:21].[CH3:32][N:33]([CH3:34])[CH:35]=[O:36].[K+:22].[K+:23].[NH2:1][c:2]1[c:3]([C:4](=[O:5])[c:6]2[c:7]([OH:12])[cH:8][cH:9][cH:10][cH:11]2)[cH:13][c:14]([Cl:17])[cH:15][cH:16]1>>[NH2:1][c:2]1[c:3]([C:4](=[O:5])[c:6]2[c:7]([O:12][CH2:25][c:26]3[cH:27][cH:28][cH:29][cH:30][cH:31]3)[cH:8][cH:9][cH:10][cH:11]2)[cH:13][c:14]([Cl:17])[cH:15][cH:16]1. Reactants: C(#N)P(OCC)(OCC)=O (diethyl cyanophosphonate), TEA, N1(CCNCC1)CCNC(=O)C1=C(NC(=C1C)\C=C\1/C(NC2=CC=C(C=C12)S(=O)(=O)CC1=C(C=CC=C1Cl)Cl)=O)C (5-[5-(2,6-dichloro-phenylmethanesulfonyl)-2-oxo-1,2-dihydro-indol-(3Z)-ylidenemethyl]-2,4-dimethyl-1H-pyrrole-3-carboxylic acid (2-piperazin-1-yl-ethyl)-amide), C(=O)(OC(C)(C)C)N[C@H](C)C(=O)O (N-Boc D-alanine). Solvent: C(Cl)Cl (DCM), C(Cl)Cl (DCM), C(Cl)Cl (DCM), C(Cl)Cl (DCM). Reaction conditions: time 8 hour. The product is C(C)(C)(C)OC(NC(C(=O)N1CCN(CC1)CCNC(=O)C1=C(NC(=C1C)\C=C\1/C(NC2=CC=C(C=C12)S(=O)(=O)CC1=C(C=CC=C1Cl)Cl)=O)C)(C)C)=O ((2-{4-[2-({5-[5-(2,6-dichloro-phenylmethanesulfonyl)-2-oxo-1,2-dihydro-indol-(3Z)-ylidenemethyl]-2,4-dimethyl-1H-pyrrole-3-carbonyl}-amino)-ethyl]-piperazin-1-yl}-1,1-dimethyl-2-oxo-ethyl)-carbamic acid tert-butyl ester). RXN SMILES: [N:1]1([CH2:7][CH2:8][NH:9][C:10]([C:12]2[C:16]([CH3:17])=[C:15](/[CH:18]=[C:19]3\[C:20](=[O:40])[NH:21][C:22]4[C:27]\3=[CH:26][C:25]([S:28]([CH2:31][C:32]3[C:37]([Cl:38])=[CH:36][CH:35]=[CH:34][C:33]=3[Cl:39])(=[O:30])=[O:29])=[CH:24][CH:23]=4)[NH:14][C:13]=2[CH3:41])=[O:11])[CH2:6][CH2:5][NH:4][CH2:3][CH2:2]1.[C:42]([NH:49][C@@H:50]([C:52]([OH:54])=O)[CH3:51])([O:44][C:45]([CH3:48])([CH3:47])[CH3:46])=[O:43].[C:55](P(=O)(OCC)OCC)#N>C(Cl)Cl>[C:45]([O:44][C:42](=[O:43])[NH:49][C:50]([CH3:51])([CH3:55])[C:52]([N:4]1[CH2:5][CH2:6][N:1]([CH2:7][CH2:8][NH:9][C:10]([C:12]2[C:16]([CH3:17])=[C:15](/[CH:18]=[C:19]3\[C:20](=[O:40])[NH:21][C:22]4[C:27]\3=[CH:26][C:25]([S:28]([CH2:31][C:32]3[C:37]([Cl:38])=[CH:36][CH:35]=[CH:34][C:33]=3[Cl:39])(=[O:30])=[O:29])=[CH:24][CH:23]=4)[NH:14][C:13]=2[CH3:41])=[O:11])[CH2:2][CH2:3]1)=[O:54])([CH3:46])([CH3:47])[CH3:48]. Reported procedure: To a mixture of 5-[5-(2,6-dichloro-phenylmethanesulfonyl)-2-oxo-1,2-dihydro-indol-(3Z)-ylidenemethyl]-2,4-dimethyl-1H-pyrrole-3-carboxylic acid (2-piperazin-1-yl-ethyl)-amide (150 mg, 0.24 mmol) and N-Boc D-alanine (19 mg, 1 eq.) in DCM (5 mL) cooled in an ice bath was added diethyl cyanophosphonate (48 mg, 1.2 eq.) in DCM (0.5 mL) followed by a dropwise addition of TEA (0.04 mL, 1 eq.) in DCM (0.5 mL). The mixture was then stirred at rt for overnight. The reaction was diluted with DCM, washed w... The reactants are C(C)(=O)OC(C)=O (acetic anhydride), CC1=C(OCC=2NCCN2)C=CC=C1C (2-(2,3-dimethylphenoxymethyl)-2-imidazoline). Run in C(C)OCC (diethyl ether), C(C)OCC (diethyl ether). Conditions: time 2 hour. Product: CC1=C(OCC=2N(CCN2)C(C)=O)C=CC=C1C (2-(2,3-dimethylphenoxymethyl)-1-acetyl-2-imidazoline). Reaction SMILES: [C:1](OC(=O)C)(=[O:3])[CH3:2].[CH3:8][C:9]1[C:21]([CH3:22])=[CH:20][CH:19]=[CH:18][C:10]=1[O:11][CH2:12][C:13]1[NH:14][CH2:15][CH2:16][N:17]=1>C(OCC)C>[CH3:8][C:9]1[C:21]([CH3:22])=[CH:20][CH:19]=[CH:18][C:10]=1[O:11][CH2:12][C:13]1[N:17]([C:1](=[O:3])[CH3:2])[CH2:16][CH2:15][N:14]=1. Procedure details: A solution of acetic anhydride (3.0 ml; 0.032 moles) in diethyl ether (10 ml) was added dropwise, during 10 minutes, to a stirred suspension of 2-(2,3-dimethylphenoxymethyl)-2-imidazoline (6.12 g; 0.030 mole) (prepared from O-ethyl-2,3-dimethylphenoxyacetimidate and ethylene diamine) in diethyl ether (100 ml) cooling the mixture to keep its temperature below 20° C. After stirring for 2 hours the reaction mixture was filtered and the precipitate recrystallised from acetone to yield white crystals... Starting materials: [Li]CCCC, CN(C)CCN(C)C, Cc1cccc2ccn(C)c12, CCOCC, [Cl-], [NH4+], CN(C)C=O. The product is Cc1cccc2cc(C=O)n(C)c12. RXN SMILES: [CH2:20]([Li:21])[CH2:22][CH2:23][CH3:24].[CH3:12][N:13]([CH3:14])[CH2:15][CH2:16][N:17]([CH3:18])[CH3:19].[CH3:1][n:2]1[cH:3][cH:4][c:5]2[cH:6][cH:7][cH:8][c:9]([CH3:11])[c:10]12.[CH3:32][CH2:33][O:34][CH2:35][CH3:36].[Cl-:30].[NH4+:31].[O:25]=[CH:26][N:27]([CH3:28])[CH3:29]>>[CH3:1][n:2]1[c:3]([CH:26]=[O:25])[cH:4][c:5]2[cH:6][cH:7][cH:8][c:9]([CH3:11])[c:10]12. Starting materials: CN1C(NC(C=2N(C=NC12)CC=O)=O)=O (2-(3-methyl-xanthine-7-yl)-acetaldehyde), C(CO)O (ethylene glycol), C1(=CC=CC=C1)C (toluene), N1(C)C(=O)N(C)C=2N=CN(C2C1=O)CC=O (7-theophyllinyl acetaldehyde), C(CO)O (ethylene glycol). Solvent: O (water). Yields the product CN1C(NC(C=2N(C=NC12)CC1OCCO1)=O)=O (2-[(3-methyl-xanthine-7-yl)methyl]-1,3-dioxolane). Isolated yield 55.0%. As a reaction SMILES: [CH3:1][N:2]1[C:10]2[N:9]=[CH:8][N:7]([CH2:11][CH:12]=[O:13])[C:6]=2[C:5](=[O:14])[NH:4][C:3]1=[O:15].N1([C:27](=[O:28])[C:26]2N(CC=O)C=NC=2N(C)C1=O)C.C(O)CO.C1(C)C=CC=CC=1>O>[CH3:1][N:2]1[C:10]2[N:9]=[CH:8][N:7]([CH2:11][CH:12]3[O:28][CH2:27][CH2:26][O:13]3)[C:6]=2[C:5](=[O:14])[NH:4][C:3]1=[O:15]. Procedure: 20.8 g 2-(3-methyl-xanthine-7-yl)-acetaldehyde (Formula IV)-prepared similarly like 7-theophyllinyl acetaldehyde Il Farmaco, Ed. Sc. 17, 73; (1962), 40.0 ethylene glycol (Formula II) 2.5 g DOWEX 50 W synthetic resin and 1,000.0 cm3 toluene are heated under stirring in a flask equipped with a water condenser and a cooler until water condensation ceases. The reaction mixture is filtered hot and the precipitate is washed with hot toluene and the filtrate is washed upon cooling with 5% sodium hydrog... Reactants: O=CO, CCOC(CN(C(=O)C(Cc1ccc(Cl)cc1)NC(=O)CCNS(=O)(=O)c1ccc(OC)cc1)C(C)C)OCC. Product: COc1ccc(S(=O)(=O)N2CCC(=O)N3C(Cc4ccc(Cl)cc4)C(=O)N(C(C)C)CC32)cc1. RXN SMILES: [CH:41]([OH:42])=[O:43].[Cl:1][c:2]1[cH:3][cH:4][c:5]([CH2:8][CH:9]([C:10](=[O:11])[N:12]([CH:13]([CH3:14])[CH3:15])[CH2:16][CH:17]([O:18][CH2:19][CH3:20])[O:21][CH2:22][CH3:23])[NH:24][C:25]([CH2:26][CH2:27][NH:28][S:29](=[O:30])(=[O:31])[c:32]2[cH:33][cH:34][c:35]([O:38][CH3:39])[cH:36][cH:37]2)=[O:40])[cH:6][cH:7]1>>[Cl:1][c:2]1[cH:3][cH:4][c:5]([CH2:8][CH:9]2[C:10](=[O:11])[N:12]([CH:13]([CH3:14])[CH3:15])[CH2:16][CH:17]3[N:24]2[C:25](=[O:40])[CH2:26][CH2:27][N:28]3[S:29](=[O:30])(=[O:31])[c:32]2[cH:33][cH:34][c:35]([O:38][CH3:39])[cH:36][cH:37]2)[cH:6][cH:7]1.